This data is from the Open Reaction Database (ORD), a public repository of structured organic reaction records. The task is: describe an organic reaction: reactants, conditions, products, and yield Reactants: C1(=CC=CC=C1)C(CN)(CCN(C(C)C)C(C)C)C1=CC=CC=C1 (2,2-diphenyl-4-diisopropylamino-butyl-amine), 3a, NC(=O)OCC (urethane). Yields the product C(C)OC(NCC(CCN(C(C)C)C(C)C)(C1=CC=CC=C1)C1=CC=CC=C1)=O (N-(2,2-diphenyl-4-diisopropylamino-butyl)-carbamic acid ethyl ester). RXN SMILES: [C:1]1([C:7]([C:19]2[CH:24]=[CH:23][CH:22]=[CH:21][CH:20]=2)([CH2:10][CH2:11][N:12]([CH:16]([CH3:18])[CH3:17])[CH:13]([CH3:15])[CH3:14])[CH2:8][NH2:9])[CH:6]=[CH:5][CH:4]=[CH:3][CH:2]=1.N[C:26]([O:28][CH2:29][CH3:30])=[O:27]>>[CH2:29]([O:28][C:26](=[O:27])[NH:9][CH2:8][C:7]([C:19]1[CH:24]=[CH:23][CH:22]=[CH:21][CH:20]=1)([C:1]1[CH:2]=[CH:3][CH:4]=[CH:5][CH:6]=1)[CH2:10][CH2:11][N:12]([CH:16]([CH3:17])[CH3:18])[CH:13]([CH3:15])[CH3:14])[CH3:30]. Reported procedure: From 2,2-diphenyl-4-diisopropylamino-butyl-amine in analogy to 3a. The urethane was used in a crude state. Reactants: FC(C1=C(C=CC(=C1)C(C)(C)C)O)(F)F (2-trifluoromethyl-4-(1,1-dimethylethyl)phenol), C1N2CN3CN1CN(C2)C3 (hexamethylenetetramine), FC(C(=O)O)(F)F (trifluroacetic acid). Run in O (water). Product: OC1=C(C=O)C=C(C=C1C(F)(F)F)C(C)(C)C (2-hydroxy-3-trifluromethyl-5-(1,1-dimethylethyl)benzaldehyde). Isolated yield 40.0%. Reaction SMILES: [F:1][C:2]([F:15])([F:14])[C:3]1[CH:8]=[C:7]([C:9]([CH3:12])([CH3:11])[CH3:10])[CH:6]=[CH:5][C:4]=1[OH:13].C1N2CN3CN(C2)CN1C3.FC(F)(F)[C:28](O)=[O:29]>O>[OH:13][C:4]1[C:3]([C:2]([F:14])([F:15])[F:1])=[CH:8][C:7]([C:9]([CH3:11])([CH3:12])[CH3:10])=[CH:6][C:5]=1[CH:28]=[O:29]. Procedure details: A mixture of 3.41 g (15.5 mmol) of 2-trifluoromethyl-4-(1,1-dimethylethyl)phenol (see E. Stokker, et al, J. Med. Chem., 23:1414 (1980) as an example of how to obtain this material) and 2.24 g (16.0 mmol) of hexamethylenetetramine was refluxed in 30 ml of trifluroacetic acid for 5 hours. The solution was cooled to ambient temperature and diluted with 200 ml of water. The aqueous residue was extracted with hexane. The organic phase was washed with saturated sodium bicarbonate solution, dried and e...